This data is from the Open Reaction Database (ORD), a public repository of structured organic reaction records. The task is: describe an organic reaction: reactants, conditions, products, and yield The reactants are CCO, CC(C)S(=O)(=O)NCC(C)(F)c1ccc(-c2ccc(CC(=O)O)c([N+](=O)[O-])c2)cc1, O=S(=O)(O)O. The product is CC(C)S(=O)(=O)NCC(C)(F)c1ccc(-c2ccc3c(c2)NC(=O)C3)cc1. Reaction SMILES: [CH3:31][CH2:32][OH:33].[F:1][C:2]([CH2:3][NH:4][S:5](=[O:6])(=[O:7])[CH:8]([CH3:9])[CH3:10])([CH3:11])[c:12]1[cH:13][cH:14][c:15](-[c:18]2[cH:19][c:20]([N+:28]([O-:29])=[O:30])[c:21]([CH2:24][C:25](=[O:26])[OH:27])[cH:22][cH:23]2)[cH:16][cH:17]1.[S:34](=[O:35])(=[O:36])([OH:37])[OH:38]>>[F:1][C:2]([CH2:3][NH:4][S:5](=[O:6])(=[O:7])[CH:8]([CH3:9])[CH3:10])([CH3:11])[c:12]1[cH:13][cH:14][c:15](-[c:18]2[cH:19][c:20]3[c:21]([cH:22][cH:23]2)[CH2:24][C:25](=[O:27])[NH:28]3)[cH:16][cH:17]1. Reactants: O(C1=CC=CC=C1)C1=CC=C(C=CC(=O)O)C=C1 (4-Phenoxycinnamic acid), S(O)(O)(=O)=O (sulfuric acid), C(C)O (ethanol). Product: C(C)OC(C=CC1=CC=C(C=C1)OC1=CC=CC=C1)=O (4-Phenoxycinnamic acid ethyl ester). Yield: 98.0%. RXN SMILES: [O:1]([C:8]1[CH:18]=[CH:17][C:11]([CH:12]=[CH:13][C:14]([OH:16])=[O:15])=[CH:10][CH:9]=1)[C:2]1[CH:7]=[CH:6][CH:5]=[CH:4][CH:3]=1.S(=O)(=O)(O)O.[CH2:24](O)[CH3:25]>>[CH2:24]([O:15][C:14](=[O:16])[CH:13]=[CH:12][C:11]1[CH:17]=[CH:18][C:8]([O:1][C:2]2[CH:3]=[CH:4][CH:5]=[CH:6][CH:7]=2)=[CH:9][CH:10]=1)[CH3:25]. Procedure details: 4-Phenoxycinnamic acid (4.0 g), conc. sulfuric acid (0.4 ml) and ethanol (40 ml) were subjected to reaction and post-treatment in a similar manner to that described in Reference example 10(b) to obtain the title compound (4.4 g, 98%) as a colorless oil. Reactants: CC(C)=CCCC(C)CC(C)O, CC(C)=O, [Cr+6], [Na+], O=[Cr](=O)=O, O, O=S(=O)(O)O, O=S([O-])O. The product is CC(=O)CC(C)CCC=C(C)C. Reaction SMILES: [CH3:1][CH:2]([CH2:3][CH:4]([CH3:5])[OH:6])[CH2:7][CH2:8][CH:9]=[C:10]([CH3:11])[CH3:12].[CH3:29][C:30](=[O:31])[CH3:32].[Cr+6:27].[Na+:26].[O:18]=[Cr:19](=[O:20])=[O:21].[OH2:28].[S:13](=[O:14])(=[O:15])([OH:16])[OH:17].[S:22]([O-:23])([OH:24])=[O:25]>>[CH3:1][CH:2]([CH2:3][C:4]([CH3:5])=[O:6])[CH2:7][CH2:8][CH:9]=[C:10]([CH3:11])[CH3:12]. Reactants: CCCCCCNC(=O)N1CC(C)(C)NC(C)(C)CC1=O, C=O, O=C[O-], O=CO, [NH4+], [Na+], [OH-]. The product is CCCCCCNC(=O)N1CC(C)(C)N(C)C(C)(C)CC1=O. As a reaction SMILES: [CH2:1]([CH2:2][CH2:3][CH2:4][CH2:5][CH3:6])[NH:7][C:8](=[O:9])[N:10]1[CH2:11][C:12]([CH3:20])([CH3:21])[NH:13][C:14]([CH3:18])([CH3:19])[CH2:15][C:16]1=[O:17].[CH2:26]=[O:27].[CH:22]([O-:23])=[O:24].[CH:30]([OH:31])=[O:32].[NH4+:28].[Na+:25].[OH-:29]>>[CH2:1]([CH2:2][CH2:3][CH2:4][CH2:5][CH3:6])[NH:7][C:8](=[O:9])[N:10]1[CH2:11][C:12]([CH3:20])([CH3:21])[N:13]([CH3:22])[C:14]([CH3:18])([CH3:19])[CH2:15][C:16]1=[O:17]. Starting materials: [I-].C(CCC)[N+]1=C(SC(=C1C)C)C (3-butyl-2,4,5-trimethylthiazol-3-ium iodide), TEA, FC(C1=C(C(=O)Cl)C=CC=C1)(F)F (2-(trifluoromethyl)benzoyl chloride). Reagents/catalysts: CN(C)C=1C=CN=CC1 (DMAP). Reaction conditions: time 8 hour. The product is C(CCC)N1/C(/SC(=C1C)C)=C/C(=O)C1=C(C=CC=C1)C(F)(F)F ((2Z)-2-(3-butyl-4,5-dimethyl-1,3-thiazol-2(3H)-ylidene)-1-[2-(trifluoromethyl)phenyl]ethanone). As a reaction SMILES: [I-].[CH2:2]([N+:6]1[C:10]([CH3:11])=[C:9]([CH3:12])[S:8][C:7]=1[CH3:13])[CH2:3][CH2:4][CH3:5].[F:14][C:15]([F:26])([F:25])[C:16]1[CH:24]=[CH:23][CH:22]=[CH:21][C:17]=1[C:18](Cl)=[O:19]>CN(C1C=CN=CC=1)C>[CH2:2]([N:6]1[C:10]([CH3:11])=[C:9]([CH3:12])[S:8]/[C:7]/1=[CH:13]\[C:18]([C:17]1[CH:21]=[CH:22][CH:23]=[CH:24][C:16]=1[C:15]([F:14])([F:25])[F:26])=[O:19])[CH2:3][CH2:4][CH3:5] |f:0.1|. Procedure details: In a 20 mL vial 3-butyl-2,4,5-trimethylthiazol-3-ium iodide (48 mg in 0.5 mL DMA, 0.16 mmol, 1 equiv.) was added, followed by TEA (38 mg in 0.5 mL DMA, 0.37 mmol, 2.4 equiv.) and the solution went black. DMAP (2 mg in 0.5 mL DMA, 0.016 mmol, 0.1 equiv) was added next, followed by 2-(trifluoromethyl)benzoyl chloride (0.9 mL of 0.2M in DMA, 1.2 equiv). The mixture was shaken overnight at room temperature and then concentrated in vacuo. The resulting residue was taken up in 1:1 DMSO/MeOH and purifi... Reactants: FC1=C(C(=C(C(=C1OC(=O)C=1C=C2C(C(NC2=CC1)=O)=NNC1=CC=C(C=C1)S(N)(=O)=O)F)F)F)F (2-oxo-3[(4-sulfamoyl-phenyl)-hydrazono]-2,3-dihydro-1H-indole-5-carboxylic acid pentafluorophenyl ester), OCCN (2-hydroxyethylamine). Product: OCCNC(=O)C=1C=C2C(C(NC2=CC1)=O)=NNC1=CC=C(C=C1)S(N)(=O)=O (2-Oxo-3-[(4-sulfamoyl-phenyl)-hydrazono]-2,3-dihydro-1H-indole-5-carboxylic acid (2-hydroxyethyl)-amide). Reaction SMILES: FC1C(O[C:9]([C:11]2[CH:12]=[C:13]3[C:17](=[CH:18][CH:19]=2)[NH:16][C:15](=[O:20])[C:14]3=[N:21][NH:22][C:23]2[CH:28]=[CH:27][C:26]([S:29](=[O:32])(=[O:31])[NH2:30])=[CH:25][CH:24]=2)=[O:10])=C(F)C(F)=C(F)C=1F.[OH:37][CH2:38][CH2:39][NH2:40]>>[OH:37][CH2:38][CH2:39][NH:40][C:9]([C:11]1[CH:12]=[C:13]2[C:17](=[CH:18][CH:19]=1)[NH:16][C:15](=[O:20])[C:14]2=[N:21][NH:22][C:23]1[CH:28]=[CH:27][C:26]([S:29](=[O:32])(=[O:31])[NH2:30])=[CH:25][CH:24]=1)=[O:10]. Reported procedure: The title compound was prepared from 2-oxo-3[(4-sulfamoyl-phenyl)-hydrazono]-2,3-dihydro-1H-indole-5-carboxylic acid pentafluorophenyl ester and 2-hydroxyethylamine according to Procedure K: mp>230° C.; Anal. Calcd for C17H17N5O5S: C, 50.61; H, 4.25; N, 17.36. Found: C, 50.53; H, 4.28; N, 17.27. The reactants are FC1=CC=C(CN2N=C(C3=CC=CC=C23)CO)C=C1 ([1-(4-fluorobenzyl)-1H-indazol-3-yl]methanol), BrCC(=O)O (bromoacetic acid), [H-].[Na+] (NaH). The solvent is C1CCOC1 (THF), O (water), ice. Product: FC1=CC=C(CN2N=C(C3=CC=CC=C23)COCC(=O)O)C=C1 ({[1-(4-fluorobenzyl)-1H-indazol-3-yl]methoxy}acetic acid). Isolated yield 57.8%. RXN SMILES: [F:1][C:2]1[CH:19]=[CH:18][C:5]([CH2:6][N:7]2[C:15]3[C:10](=[CH:11][CH:12]=[CH:13][CH:14]=3)[C:9]([CH2:16][OH:17])=[N:8]2)=[CH:4][CH:3]=1.Br[CH2:21][C:22]([OH:24])=[O:23].[H-].[Na+]>C1COCC1.O>[F:1][C:2]1[CH:3]=[CH:4][C:5]([CH2:6][N:7]2[C:15]3[C:10](=[CH:11][CH:12]=[CH:13][CH:14]=3)[C:9]([CH2:16][O:17][CH2:21][C:22]([OH:24])=[O:23])=[N:8]2)=[CH:18][CH:19]=1 |f:2.3|. Procedure: A suspension containing [1-(4-fluorobenzyl)-1H-indazol-3-yl]methanol (6 g; 0.022 mol), bromoacetic acid (4 g; 0.03 mol) and 50% NaH (3 g; 0.066 mol) in THF (170 ml) was stirred at reflux for 72 hours. The reaction was then stopped by diluting with a suspension with water and ice (300 ml) and washing the aqueous phase with diethyl ether (3×150 ml). The aqueous phase was acidified with concentrated HCl. The solid thus formed was filtered off and purified by crystallization from isopropanol. 4 g of... Reactants: FC1=CC(=C2C=NN(C2=C1)C)C(C)=O (1-(6-fluoro-1-methyl-1H-indazol-4-yl)ethanone), Cl.NO (hydroxylamine hydrochloride), CC(=O)[O-].[Na+] (NaOAc). Solvent: CCO (EtOH). Conditions: temperature 40 celsius, time 8 hour. Product: FC1=CC(=C2C=NN(C2=C1)C)C(C)=NO (1-(6-fluoro-1-methyl-1H-indazol-4-yl)ethanone oxime). Isolated yield 87.4%. As a reaction SMILES: [F:1][C:2]1[CH:10]=[C:9]2[C:5]([CH:6]=[N:7][N:8]2[CH3:11])=[C:4]([C:12](=O)[CH3:13])[CH:3]=1.Cl.[NH2:16][OH:17].CC([O-])=O.[Na+]>CCO>[F:1][C:2]1[CH:10]=[C:9]2[C:5]([CH:6]=[N:7][N:8]2[CH3:11])=[C:4]([C:12](=[N:16][OH:17])[CH3:13])[CH:3]=1 |f:1.2,3.4|. Reported procedure: To the solution of 1-(6-fluoro-1-methyl-1H-indazol-4-yl)ethanone (900 mg, 4.68 mmol) in EtOH (20 mL) was added hydroxylamine hydrochloride (1.64 g, 23.4 mmol, 5.0 eq.) and NaOAc (3.84 g, 46.8 mmol, 10 eq.). The mixture was stirred at 40° C. overnight, and the solvent was concentrated in vacuo to afford 1-(6-fluoro-1-methyl-1H-indazol-4-yl)ethanone oxime as a white solid (848 mg, 87%). MS (ESI): m/z=208.2 [M+1]+.